Dataset: the Open Reaction Database (ORD), a public repository of structured organic reaction records. Task: describe an organic reaction: reactants, conditions, products, and yield Starting materials: C(C)(=O)OC(C)=O (acetic anhydride), C(=O)O (formic acid), NC1=C(C(=NC=C1)C(=O)NC1=CC=C(C=C1)OC1=CC=CC=C1)O (4-amino-3-hydroxy-N-para-phenoxyphenylpicolin-amide). Run in O1CCCC1 (tetrahydrofuran). The product is C(=O)NC1=C(C(=NC=C1)C(=O)NC1=CC=C(C=C1)OC1=CC=CC=C1)O (4-formamido-3-hydroxy-N-para-phenoxyphenylpicolinamide). Yield: 78.0%. Reaction SMILES: [C:1](OC(=O)C)(=[O:3])C.C(O)=O.[NH2:11][C:12]1[CH:17]=[CH:16][N:15]=[C:14]([C:18]([NH:20][C:21]2[CH:26]=[CH:25][C:24]([O:27][C:28]3[CH:33]=[CH:32][CH:31]=[CH:30][CH:29]=3)=[CH:23][CH:22]=2)=[O:19])[C:13]=1[OH:34]>O1CCCC1>[CH:1]([NH:11][C:12]1[CH:17]=[CH:16][N:15]=[C:14]([C:18]([NH:20][C:21]2[CH:22]=[CH:23][C:24]([O:27][C:28]3[CH:33]=[CH:32][CH:31]=[CH:30][CH:29]=3)=[CH:25][CH:26]=2)=[O:19])[C:13]=1[OH:34])=[O:3]. Procedure: There is heated at reflux 61.2 mg of acetic anhydride and 27.6 mg of formic acid for 4 hours and 46 mg of 4-amino-3-hydroxy-N-para-phenoxyphenylpicolin-amide of Example 2 is added, dissolved in 5 ml of tetrahydrofuran. After 8 hours at reflux, the reaction mixture is concentrated and purified by chromatography to give 39 mg of a yellow solid MP 208° C. The reactants are CC(CC(=O)OC(C)CC)CCCC (sec-Butyl 3-methylheptanoate), solution, C(CCC)[Li] (n-butyllithium), CP(OC)(OC)=O (dimethyl methylphosphonate), C(C)(=O)O (acetic acid). Run in O1CCCC1 (tetrahydrofuran), CCCCCC (n-hexane), O1CCCC1 (tetrahydrofuran). Reaction conditions: temperature -70 celsius, time 1 hour. The product is O=C(CP(OC)(OC)=O)CC(CCCC)C (Dimethyl 2-oxo-4-methyloctylphosphonate). Yield: 84.0%. Reaction SMILES: C([Li])CCC.[CH3:6][P:7](=[O:12])([O:10][CH3:11])[O:8][CH3:9].[CH3:13][CH:14]([CH2:23][CH2:24][CH2:25][CH3:26])[CH2:15][C:16](OC(CC)C)=[O:17].C(O)(=O)C>CCCCCC.O1CCCC1>[O:17]=[C:16]([CH2:15][CH:14]([CH3:13])[CH2:23][CH2:24][CH2:25][CH3:26])[CH2:6][P:7](=[O:12])([O:10][CH3:11])[O:8][CH3:9]. Reported procedure: Under an atmosphere of nitrogen, 375 ml of a 1.33 M solution of n-butyllithium in n-hexane were added dropwise to a solution of 61.9 g of dimethyl methylphosphonate in 587 ml of tetrahydrofuran at -70° C. After stirring the mixture for one hour at -70° C., a solution of 40 g of sec-butyl 3-methylheptanoate (prepared as described in Reference Example 1) in 70 ml of tetrahydrofuran was added dropwise at -70° C., and the mixture was stirred at the same temperature for 4 hours and then stirred overn...